From a dataset of the Open Reaction Database (ORD), a public repository of structured organic reaction records. describe an organic reaction: reactants, conditions, products, and yield Starting materials: CC(C)(C)OC(=O)N(CCCCCCCCCBr)C(=O)OC(C)(C)C, OC(c1ccccc1)(c1ncn(CC2CCNCC2)n1)C1CCCCC1. The product is CC(C)(C)OC(=O)N(CCCCCCCCCN1CCC(Cn2cnc(C(O)(c3ccccc3)C3CCCCC3)n2)CC1)C(=O)OC(C)(C)C. RXN SMILES: [Br:27][CH2:28][CH2:29][CH2:30][CH2:31][CH2:32][CH2:33][CH2:34][CH2:35][CH2:36][N:37]([C:38](=[O:39])[O:40][C:41]([CH3:42])([CH3:43])[CH3:44])[C:45](=[O:46])[O:47][C:48]([CH3:49])([CH3:50])[CH3:51].[CH:1]1([C:7]([OH:8])([c:9]2[n:10][n:11]([CH2:14][CH:15]3[CH2:16][CH2:17][NH:18][CH2:19][CH2:20]3)[cH:12][n:13]2)[c:21]2[cH:22][cH:23][cH:24][cH:25][cH:26]2)[CH2:2][CH2:3][CH2:4][CH2:5][CH2:6]1>>[CH:1]1([C:7]([OH:8])([c:9]2[n:10][n:11]([CH2:14][CH:15]3[CH2:16][CH2:17][N:18]([CH2:28][CH2:29][CH2:30][CH2:31][CH2:32][CH2:33][CH2:34][CH2:35][CH2:36][N:37]([C:38](=[O:39])[O:40][C:41]([CH3:42])([CH3:43])[CH3:44])[C:45](=[O:46])[O:47][C:48]([CH3:49])([CH3:50])[CH3:51])[CH2:19][CH2:20]3)[cH:12][n:13]2)[c:21]2[cH:22][cH:23][cH:24][cH:25][cH:26]2)[CH2:2][CH2:3][CH2:4][CH2:5][CH2:6]1. Reactants: C1(CCCCC1)[Mg]Cl (cyclohexyl magnesium chloride), [Cl-].[NH4+] (ammonium chloride), O1CCCC1 (tetrahydrofuran), ClC1=C(C(=O)O)C=CC(=N1)C (2-chloro-6-methylnicotinic acid). The solvent is CCOCC (ether). Conditions: time 8 hour. Yields the product ClC1=NC(=CC=C1C(=O)C1CCCCC1)C (2-chloro-3-cyclohexylcarbonyl-6-methylpyridine). The yield is 14.0%. As a reaction SMILES: O1CCCC1.[Cl:6][C:7]1[N:15]=[C:14]([CH3:16])[CH:13]=[CH:12][C:8]=1[C:9]([OH:11])=O.[CH:17]1([Mg]Cl)[CH2:22][CH2:21][CH2:20][CH2:19][CH2:18]1.[Cl-].[NH4+]>CCOCC>[Cl:6][C:7]1[C:8]([C:9]([CH:17]2[CH2:22][CH2:21][CH2:20][CH2:19][CH2:18]2)=[O:11])=[CH:12][CH:13]=[C:14]([CH3:16])[N:15]=1 |f:3.4|. Reported procedure: A tetrahydrofuran (30 ml) solution of 2-chloro-6-methylnicotinic acid (3.43 g, 20 mmol) was cooled to -40° C., mixed with ether (30 ml) solution of 2.0 M cyclohexyl magnesium chloride and stirred overnight at room temperature. The reaction solution was poured into saturated ammonium chloride aqueous solution and extracted with ethyl acetate. The organic layer was washed with brine and dried over anhydrous magnesium sulfate. After removing magnesium sulfate by filtration, the filtrate was concent... The reactants are C(C1=CC=CC=C1)NC(=O)N (benzylurea), CC(C(=O)OCC)C(=O)OCC (diethyl methylmalonate), C[O-].[Na+] (sodium methylate). Run in CO (methanol). The product is C(C1=CC=CC=C1)N1C(NC(C(C1=O)C)=O)=O (3-benzyl-5-methylpyrimidine-2,4,6(1H,3H)-trione). RXN SMILES: [CH2:1]([NH:8][C:9]([NH2:11])=[O:10])[C:2]1[CH:7]=[CH:6][CH:5]=[CH:4][CH:3]=1.[CH3:12][CH:13]([C:19](OCC)=[O:20])[C:14](OCC)=[O:15].C[O-].[Na+]>CO>[CH2:1]([N:8]1[C:14](=[O:15])[CH:13]([CH3:12])[C:19](=[O:20])[NH:11][C:9]1=[O:10])[C:2]1[CH:7]=[CH:6][CH:5]=[CH:4][CH:3]=1 |f:2.3|. Reported procedure: To a suspension of 21.83 g (145 mmol) of benzylurea and 25 ml (145 mmol) of diethyl methylmalonate in 74 ml of methanol, 35.4 ml (145 mmol) of a 4.1M sodium methylate solution was added at room temperature, followed by refluxing for 16 hours. After the reaction mixture was cooled, the solvent was distilled off. After the residue was dissolved in water and insoluble substances were filtered out, the filtrate was adjusted to pH 3-4 by adding concentrated hydrochloric acid. The resulting precipitat... Reactants: ClC1=C(C(=CC=C1)Cl)NC1=C(N=C2N1C=CC=N2)C2=C(C(=O)O)C=C(C=C2OC)OC (2-[3-(2,6-dichlorophenylamino)imidazo[1,2-a]pyrimidin-2-yl]-3,5-dimethoxybenzoic acid), Cl.CON (O-methylhydroxylamine hydrochloride), CN1CCOCC1 (4-methylmorpholine). Solvent: CN(C)C=O (DMF). Reaction conditions: time 1 hour. Yields the product ClC1=C(C(=CC=C1)Cl)NC1=C(N=C2N1C=CC=N2)C2=C(C(=O)NCC)C=C(C=C2OC)OC (2-[3-(2,6-dichlorophenylamino)imidazo[1,2-a]pyrimidin-2-yl]-N-ethyl-3,5-dimethoxybenzamide). Isolated yield 21.3%. RXN SMILES: [Cl:1][C:2]1[CH:7]=[CH:6][CH:5]=[C:4]([Cl:8])[C:3]=1[NH:9][C:10]1[N:14]2[CH:15]=[CH:16][CH:17]=[N:18][C:13]2=[N:12][C:11]=1[C:19]1[C:27]([O:28][CH3:29])=[CH:26][C:25]([O:30][CH3:31])=[CH:24][C:20]=1[C:21]([OH:23])=O.Cl.CON.C[N:37]1CCO[CH2:39][CH2:38]1>CN(C=O)C>[Cl:1][C:2]1[CH:7]=[CH:6][CH:5]=[C:4]([Cl:8])[C:3]=1[NH:9][C:10]1[N:14]2[CH:15]=[CH:16][CH:17]=[N:18][C:13]2=[N:12][C:11]=1[C:19]1[C:27]([O:28][CH3:29])=[CH:26][C:25]([O:30][CH3:31])=[CH:24][C:20]=1[C:21]([NH:37][CH2:38][CH3:39])=[O:23] |f:1.2|. Procedure: 400 mg of 2-[3-(2,6-dichlorophenylamino)imidazo[1,2-a]pyrimidin-2-yl]-3,5-dimethoxybenzoic acid, 73 mg of O-methylhydroxylamine hydrochloride, 200 mg of DAPECI and 88 mg of 4-methylmorpholine are dissolved in 1 ml of DMF and stirred at RT for 1 hour. The solvent is removed, and the residue is purified by column chromatography (heptane/ethyl acetate), giving 90 mg (21%) of 2-[3-(2,6-dichlorophenylamino)imidazo[1,2-a]pyrimidin-2-yl]-N-ethyl-3,5-dimethoxybenzamide (A17) as solid; MS-FAB (M+H+) 489.... The reactants are Cl.Cl.NCC1=CC=2N=CN=C(C2N1)NC1=CC(=C(C=C1)OCC1=CC(=CC=C1)F)Cl (6-(aminomethyl)-N-{3-chloro-4-[(3-fluorobenzyl)oxy]phenyl}-5H-pyrrolo[3,2-d]pyrimidin-4-amine dihydrochloride), Cl.CN(C/C=C/C(=O)O)C ((2E)-4-(dimethylamino)but-2-enoic acid hydrochloride), Cl.C(C)N=C=NCCCN(C)C (1-ethyl-3-(3-dimethylaminopropyl)carbodiimide hydrochloride), O.ON1N=NC2=C1C=CC=C2 (1-hydroxybenzotriazole monohydrate). The solvent is O (Water), CN(C=O)C (N,N-dimethylformamide), C(C)N(CC)CC (triethylamine). The product is ClC=1C=C(C=CC1OCC1=CC(=CC=C1)F)NC=1C2=C(N=CN1)C=C(N2)CNC(\C=C\CN(C)C)=O ((2E)-N-{[4-({3-chloro-4-[(3-fluorobenzyl)oxy]phenyl}amino)-5H-pyrrolo[3,2-d]pyrimidin-6-yl]methyl}-4-(dimethylamino)but-2-enamide). The yield is 64.3%. Reaction SMILES: Cl.Cl.[NH2:3][CH2:4][C:5]1[NH:13][C:12]2[C:11]([NH:14][C:15]3[CH:20]=[CH:19][C:18]([O:21][CH2:22][C:23]4[CH:28]=[CH:27][CH:26]=[C:25]([F:29])[CH:24]=4)=[C:17]([Cl:30])[CH:16]=3)=[N:10][CH:9]=[N:8][C:7]=2[CH:6]=1.Cl.[CH3:32][N:33]([CH3:40])[CH2:34]/[CH:35]=[CH:36]/[C:37](O)=[O:38].Cl.C(N=C=NCCCN(C)C)C.O.ON1C2C=CC=CC=2N=N1>CN(C)C=O.O.C(N(CC)CC)C>[Cl:30][C:17]1[CH:16]=[C:15]([NH:14][C:11]2[C:12]3[NH:13][C:5]([CH2:4][NH:3][C:37](=[O:38])/[CH:36]=[CH:35]/[CH2:34][N:33]([CH3:40])[CH3:32])=[CH:6][C:7]=3[N:8]=[CH:9][N:10]=2)[CH:20]=[CH:19][C:18]=1[O:21][CH2:22][C:23]1[CH:28]=[CH:27][CH:26]=[C:25]([F:29])[CH:24]=1 |f:0.1.2,3.4,5.6,7.8|. Procedure details: A solution of 6-(aminomethyl)-N-{3-chloro-4-[(3-fluorobenzyl)oxy]phenyl}-5H-pyrrolo[3,2-d]pyrimidin-4-amine dihydrochloride (150 mg), (2E)-4-(dimethylamino)but-2-enoic acid hydrochloride (105 mg), 1-ethyl-3-(3-dimethylaminopropyl)carbodiimide hydrochloride (244 mg), 1-hydroxybenzotriazole monohydrate (196 mg) and triethylamine (0.30 mL) in N,N-dimethylformamide (5 mL) was stirred at room temperature for 2 days. Water was added to the reaction system and the mixture was extracted with ethyl aceta... Reactants: N([C@@H](CC1=CNC2=CC=CC=C12)C(=O)N[C@@H](CCSC)C(=O)N[C@@H](CC(O)=O)C(=O)N[C@@H](CC1=CC=CC=C1)C(=O)N)C(=O)OC(C)(C)C (Boc-Trp-Met-Asp-Phe-NH2), C(CC(O)(C(=O)O)CC(=O)O)(=O)O (citric acid), N([C@@H](CC1=CNC2=CC=CC=C12)C(=O)N[C@@H](CCSC)C(=O)N[C@@H](CC(O)=O)C(=O)N[C@@H](CC1=CC=CC=C1)C(=O)N)C(=O)OC(C)(C)C (Boc-Trp-Met-Asp-Phe-NH2), N([C@@H](CC1=CNC2=CC=CC=C12)C(=O)ON1C(=O)CCC1=O)C(=O)OC(C)(C)C (Boc-Trp-OSu). Product: N([C@H](CC1=CNC2=CC=CC=C12)C(=O)N[C@@H](CC1=CNC2=CC=CC=C12)C(=O)N[C@@H](CCSC)C(=O)N[C@@H](CC(O)=O)C(=O)N[C@@H](CC1=CC=CC=C1)C(=O)N)C(=O)OC(C)(C)C (Boc-D-Trp-Trp-Met-Asp-Phe-NH2). Isolated yield 61.1%. RXN SMILES: [NH:1](C(OC(C)(C)C)=O)[C@H:2]([C:13]([NH:15][C@H:16]([C:21]([NH:23][C@H:24]([C:29]([NH:31][C@H:32]([C:40]([NH2:42])=[O:41])[CH2:33][C:34]1[CH:39]=[CH:38][CH:37]=[CH:36][CH:35]=1)=[O:30])[CH2:25][C:26](=[O:28])[OH:27])=[O:22])[CH2:17][CH2:18][S:19][CH3:20])=[O:14])[CH2:3][C:4]1[C:12]2[C:7](=[CH:8][CH:9]=[CH:10][CH:11]=2)[NH:6][CH:5]=1.[NH:50]([C:72]([O:74][C:75]([CH3:78])([CH3:77])[CH3:76])=[O:73])[C@H:51]([C:62]([O:64]N1C(=O)CCC1=O)=O)[CH2:52][C:53]1[C:61]2[C:56](=[CH:57][CH:58]=[CH:59][CH:60]=2)[NH:55][CH:54]=1.C(O)(=O)CC(CC(O)=O)(C(O)=O)O>>[NH:50]([C:72]([O:74][C:75]([CH3:76])([CH3:77])[CH3:78])=[O:73])[C@@H:51]([C:62]([NH:1][C@H:2]([C:13]([NH:15][C@H:16]([C:21]([NH:23][C@H:24]([C:29]([NH:31][C@H:32]([C:40]([NH2:42])=[O:41])[CH2:33][C:34]1[CH:39]=[CH:38][CH:37]=[CH:36][CH:35]=1)=[O:30])[CH2:25][C:26](=[O:27])[OH:28])=[O:22])[CH2:17][CH2:18][S:19][CH3:20])=[O:14])[CH2:3][C:4]1[C:12]2[C:7](=[CH:8][CH:9]=[CH:10][CH:11]=2)[NH:6][CH:5]=1)=[O:64])[CH2:52][C:53]1[C:61]2[C:56](=[CH:57][CH:58]=[CH:59][CH:60]=2)[NH:55][CH:54]=1. Procedure details: In the same manner as in (1) of Example 1, 10.45 g (0.015 mole) of Boc-Trp-Met-Asp-Phe-NH2 [cf. (1) of Example 3] was condensed with 9.00 g (0.022 mole) of Boc-Trp-OSu. The resulting reaction liquid was concentrated, and a precipitate was formed by adding 1N citric acid and washed with water. Recrystallization thereof from methanol-water gave 8.09 g of Boc-D-Trp-Trp-Met-Asp-Phe-NH2 ; yield 61.1%, m.p. 225°-227° C. The reactants are C1(=CC=CC=C1)S(=O)(=O)CC1=CC=C(C(=C1C(=O)OCC)OCCNC(=O)OC(C)(C)C)C1=COC=C1 (ethyl 6-(benzenesulphonylmethyl)-2-[2-(t-butoxycarbonyl)aminoethoxy]-3-(furan-3-yl)benzoate), C(C)(C)(C)OC(=O)NCCCBr (3-(t-butoxycarbonylamino)propyl bromide), C1(=CC=CC=C1)S(=O)(=O)CC1=CC=C(C(=C1C(=O)OC)O)C1=COC=C1 (methyl 6-(benzenesulphonylmethyl)-3-(furan-3-yl)-2-hydroxybenzoate), C1(=CC=CC=C1)S(=O)(=O)CC1=CC=C(C(=C1C(=O)OC)O)C1=COC=C1 (methyl 6-(benzenesulphonylmethyl)-3-(furan-3-yl)-2-hydroxybenzoate). Product: C1(=CC=CC=C1)S(=O)(=O)CC1=CC=C(C(=C1C(=O)OC)OCCCNC(=O)OC(C)(C)C)C1=COC=C1 (Methyl 6-(benzenesulphonylmethyl)-2-(3-t-butoxycarbonylaminopropoxy)-3-(furan-3-yl)benzoate). Reaction SMILES: [C:1]1([S:7]([CH2:10][C:11]2[C:16]([C:17]([O:19][CH2:20]C)=[O:18])=[C:15]([O:22][CH2:23][CH2:24]NC(OC(C)(C)C)=O)[C:14]([C:33]3[CH:37]=[CH:36][O:35][CH:34]=3)=[CH:13][CH:12]=2)(=[O:9])=[O:8])[CH:6]=[CH:5][CH:4]=[CH:3][CH:2]=1.C1(S(CC2C(C(OC)=O)=C(O)C(C3C=COC=3)=CC=2)(=O)=O)C=CC=CC=1.[C:64]([O:68][C:69]([NH:71][CH2:72]CCBr)=[O:70])([CH3:67])([CH3:66])[CH3:65]>>[C:1]1([S:7]([CH2:10][C:11]2[C:16]([C:17]([O:19][CH3:20])=[O:18])=[C:15]([O:22][CH2:23][CH2:24][CH2:72][NH:71][C:69]([O:68][C:64]([CH3:67])([CH3:66])[CH3:65])=[O:70])[C:14]([C:33]3[CH:37]=[CH:36][O:35][CH:34]=3)=[CH:13][CH:12]=2)(=[O:8])=[O:9])[CH:6]=[CH:5][CH:4]=[CH:3][CH:2]=1. Reported procedure: Prepared by proceeding in a similar manner to Intermediate 10, starting from methyl 6-(benzenesulphonylmethyl)-3-(furan-3-yl)-2-hydroxybenzoate (Intermediate 114) and 3-(t-butoxycarbonylamino)propyl bromide. Reactants: N(N)C(=O)C1=CC=CC(=N1)NC(OCC1=CC=CC=C1)=O (benzyl 6-(hydrazinecarbonyl)pyridin-2-ylcarbamate), C1(CC1)NC=O (N-cyclopropyl formamide), C1(CC1)N (cyclopropylamine), FC(C(=O)O)(F)F (trifluoracetic acid). Run in C1(=CC=CC=C1)C (toluene). Conditions: temperature 100 celsius. Product: C1(CC1)N1C(=NN=C1)C1=CC=CC(=N1)NC(OCC1=CC=CC=C1)=O (benzyl 6-(4-cyclopropyl-4H-1,2,4-triazol-3-yl)pyridin-2-ylcarbamate). Isolated yield 29.4%. As a reaction SMILES: [NH:1]([C:3]([C:5]1[N:10]=[C:9]([NH:11][C:12](=[O:21])[O:13][CH2:14][C:15]2[CH:20]=[CH:19][CH:18]=[CH:17][CH:16]=2)[CH:8]=[CH:7][CH:6]=1)=O)[NH2:2].[CH:22]1([NH:25][CH:26]=O)[CH2:24][CH2:23]1.C1(N)CC1.FC(F)(F)C(O)=O>C1(C)C=CC=CC=1>[CH:22]1([N:25]2[CH:26]=[N:2][N:1]=[C:3]2[C:5]2[N:10]=[C:9]([NH:11][C:12](=[O:21])[O:13][CH2:14][C:15]3[CH:20]=[CH:19][CH:18]=[CH:17][CH:16]=3)[CH:8]=[CH:7][CH:6]=2)[CH2:24][CH2:23]1. Procedure: To a sealable flask containing benzyl 6-(hydrazinecarbonyl)pyridin-2-ylcarbamate (1.97 g, 6.89 mmol, 1.0 eq) was added N-cyclopropyl formamide (1.8 mL, 20.7 mmol, 3.0 eq), cyclopropylamine (1.4 mL, 20.7 mmol, 3.0 eq), toluene (0.2 M), and trifluoracetic acid (0.511 mL, 6.89 mmol, 1.0 eq). The flask was sealed and heated to 100° C. for 24 hours. The reaction mixture was concentrated under reduced pressure to provide a yellow oil, which was purified by flash chromatography (Rf=0.44 in 10% methanol... The reactants are COC(=O)C1N(CC(C1)CO)C(=O)OC(C)(C)C (4-Hydroxymethyl-pyrrolidine-1,2-dicarboxylic acid 1-tert-butyl ester 2-methyl ester), FC(C(=O)O)(S(=O)(=O)F)F (difluoro-fluorosulfonyl-acetic acid). The reagents and catalysts are [Cu]I (CuI). The solvent is CC#N (MeCN). Reaction conditions: temperature 45 celsius, time 3 hour. Product: COC(=O)C1N(CC(C1)COC(F)F)C(=O)OC(C)(C)C (4-Difluoromethoxymethyl-pyrrolidine-1,2-dicarboxylic acid 1-tert-butyl ester 2-methyl ester). Isolated yield 56.6%. RXN SMILES: [CH3:1][O:2][C:3]([CH:5]1[CH2:9][CH:8]([CH2:10][OH:11])[CH2:7][N:6]1[C:12]([O:14][C:15]([CH3:18])([CH3:17])[CH3:16])=[O:13])=[O:4].[F:19][C:20]([F:28])(S(F)(=O)=O)C(O)=O>CC#N.[Cu]I>[CH3:1][O:2][C:3]([CH:5]1[CH2:9][CH:8]([CH2:10][O:11][CH:20]([F:28])[F:19])[CH2:7][N:6]1[C:12]([O:14][C:15]([CH3:18])([CH3:17])[CH3:16])=[O:13])=[O:4]. Reported procedure: 4-Hydroxymethyl-pyrrolidine-1,2-dicarboxylic acid 1-tert-butyl ester 2-methyl ester (584 mg, 2.25 mmol) and CuI (86 mg, 0.45 mmol) were suspended in MeCN (10 mL). The reaction mixture was heated to 45° C. and difluoro-fluorosulfonyl-acetic acid (0.465 mL, 4.5 mmol) was added dropwise over the course of 30 min. Stirring was continued for another 3 h, after which the reaction mixture was cooled to RT and concentrated. The residue was taken up in EtOAc and washed with saturated aqueous NaHCO3 and b...